Dataset: the Open Reaction Database (ORD), a public repository of structured organic reaction records. Task: describe an organic reaction: reactants, conditions, products, and yield Reactants: O=C1CCC(=O)N1Br, CCOC(=O)C=Cc1c(C)cccc1OCCCC(=O)OCC, Clc1ccccc1, CC(C)(C#N)N=NC(C)(C)C#N, O. As a reaction SMILES: [Br:24][N:25]1[C:26](=[O:27])[CH2:28][CH2:29][C:30]1=[O:31].[CH2:1]([CH3:2])[O:3][C:4]([CH2:5][CH2:6][CH2:7][O:8][c:9]1[c:10]([CH:16]=[CH:17][C:18](=[O:19])[O:20][CH2:21][CH3:22])[c:11]([CH3:15])[cH:12][cH:13][cH:14]1)=[O:23].[Cl:44][c:45]1[cH:46][cH:47][cH:48][cH:49][cH:50]1.[N:32]([C:33]([CH3:34])([CH3:35])[C:36]#[N:37])=[N:38][C:39]([CH3:40])([CH3:41])[C:42]#[N:43].[OH2:51]>>[CH2:1]([CH3:2])[O:3][C:4]([CH2:5][CH2:6][CH2:7][O:8][c:9]1[c:10]([CH:16]=[CH:17][C:18](=[O:19])[O:20][CH2:21][CH3:22])[c:11]([CH2:15][Br:24])[cH:12][cH:13][cH:14]1)=[O:23]. Yields the product CCOC(=O)C=Cc1c(CBr)cccc1OCCCC(=O)OCC.